From a dataset of the Open Reaction Database (ORD), a public repository of structured organic reaction records. describe an organic reaction: reactants, conditions, products, and yield The reactants are FC(C1=C(CN2C(=NC3=C2C=C(C=C3)O)C3=CC(=C(C(=C3)OC)OC)OC)C=CC=C1)(F)F (1-(2-trifluoromethylbenzyl)-2-(3,4,5-trimethoxyphenyl)-6-hydroxybenzimidazole), CN(C)CCCl (2-(N,N-dimethylamino)ethyl chloride). Product: FC(C1=C(CN2C(=NC3=C2C=C(C=C3)OCCN(C)C)C3=CC(=C(C(=C3)OC)OC)OC)C=CC=C1)(F)F (1-(2-trifluoromethylbenzyl)-2-(3,4,5-trimethoxyphenyl)-6-[2-(N,N-dimethylamino)ethoxy]-benzimidazole). Reaction SMILES: [F:1][C:2]([F:33])([F:32])[C:3]1[CH:31]=[CH:30][CH:29]=[CH:28][C:4]=1[CH2:5][N:6]1[C:10]2[CH:11]=[C:12]([OH:15])[CH:13]=[CH:14][C:9]=2[N:8]=[C:7]1[C:16]1[CH:21]=[C:20]([O:22][CH3:23])[C:19]([O:24][CH3:25])=[C:18]([O:26][CH3:27])[CH:17]=1.[CH3:34][N:35]([CH2:37][CH2:38]Cl)[CH3:36]>>[F:33][C:2]([F:1])([F:32])[C:3]1[CH:31]=[CH:30][CH:29]=[CH:28][C:4]=1[CH2:5][N:6]1[C:10]2[CH:11]=[C:12]([O:15][CH2:38][CH2:37][N:35]([CH3:36])[CH3:34])[CH:13]=[CH:14][C:9]=2[N:8]=[C:7]1[C:16]1[CH:17]=[C:18]([O:26][CH3:27])[C:19]([O:24][CH3:25])=[C:20]([O:22][CH3:23])[CH:21]=1. Procedure: The title compound was prepared by reacting the compound of Example 104 with 2-(N,N-dimethylamino)ethyl chloride essentially as previously described. mp 151° C., NMR, IR, MS 529. Yields the product COC1=C(OC=2C(=C(N)C=C(C2)OC=2C=NC=CC2)[N+](=O)[O-])C=CC=C1 (3-(2-methoxyphenoxy)-2-nitro-5-(pyridin-3-yloxy)-aniline). Run in C(C)(=O)OCC (ethyl acetate). Conditions: temperature 90 celsius, time 8 hour. Starting materials: OC=1C=NC=CC1 (3-hydroxypyridine), C([O-])([O-])=O.[K+].[K+] (potassium carbonate), CN(C=O)C (dimethylformamide), FC=1C=C(C(=C(N)C1)[N+](=O)[O-])OC1=C(C=CC=C1)OC (5-fluoro-3-(2-methoxyphenoxy)-2-nitroaniline). RXN SMILES: [OH:1][C:2]1[CH:3]=[N:4][CH:5]=[CH:6][CH:7]=1.C(=O)([O-])[O-].[K+].[K+].CN(C)C=O.F[C:20]1[CH:21]=[C:22]([O:30][C:31]2[CH:36]=[CH:35][CH:34]=[CH:33][C:32]=2[O:37][CH3:38])[C:23]([N+:27]([O-:29])=[O:28])=[C:24]([CH:26]=1)[NH2:25]>C(OCC)(=O)C>[CH3:38][O:37][C:32]1[CH:33]=[CH:34][CH:35]=[CH:36][C:31]=1[O:30][C:22]1[C:23]([N+:27]([O-:29])=[O:28])=[C:24]([CH:26]=[C:20]([O:1][C:2]2[CH:3]=[N:4][CH:5]=[CH:6][CH:7]=2)[CH:21]=1)[NH2:25] |f:1.2.3|. Reported procedure: 1.24 g of 3-hydroxypyridine and 5.42 g of potassium carbonate were added to a dimethylformamide (30 ml) solution of 3.03 g of 5-fluoro-3-(2-methoxyphenoxy)-2-nitroaniline, and the reaction liquid was stirred overnight at 90° C. The reaction liquid was diluted with ethyl acetate, washed with water and saturated saline in order, and then dried with anhydrous magnesium sulfate. The solvent was evaporated away under reduced pressure, and the resulting residue was purified through silica gel column c... Reactants: solution, [Li]CCCC (n-BuLi), C(=O)=O (dry ice), BrC=1C=C(C=C2C=CNC12)C(F)(F)F (7-bromo-5-trifluoromethyl-indole), O (water). Solvent: CCCCCC (hexane), C1CCOC1 (THF). Run at temperature 2.5 celsius, time 30 minute. Yields the product FC(C=1C=C2C=CNC2=C(C1)C(=O)O)(F)F (5-trifluoromethyl-1H-indole-7-carboxylic acid). Yield: 31.0%. As a reaction SMILES: Br[C:2]1[CH:3]=[C:4]([C:11]([F:14])([F:13])[F:12])[CH:5]=[C:6]2[C:10]=1[NH:9][CH:8]=[CH:7]2.[Li]CCCC.[C:20](=[O:22])=[O:21].O>C1COCC1.CCCCCC>[F:12][C:11]([F:14])([F:13])[C:4]1[CH:5]=[C:6]2[C:10](=[C:2]([C:20]([OH:22])=[O:21])[CH:3]=1)[NH:9][CH:8]=[CH:7]2. Reported procedure: 584 mg of 7-bromo-5-trifluoromethyl-indole (2.2 mmol) were dissolved in 15 ml THF and 4.1 ml of a 1.6 molar solution of n-BuLi in hexane were added at −78° C. The reaction mixture was then allowed to warm to 0-5° C. and was stirred at this temperature for 30 min. Then it was cooled again to −78° C., dry ice was added and the mixture was allowed to warm to rt. After 15 min at rt it was poured into water and extracted twice with ether. The aqueous phase was then acidified with 1 N HCl solution and... The reactants are CN(C)C1=CC=C(C=C1)C(=N)C2=CC=C(C=C2)N(C)C.Cl (Auramine O), CC(=O)C (acetone). Run in O (water). The product is CN(C)C1=CC=C(C=C1)C(=N)C2=CC=C(C=C2)N(C)C (Auramine O base). Reaction SMILES: [CH3:1][N:2]([C:4]1[CH:9]=[CH:8][C:7]([C:10]([C:12]2[CH:17]=[CH:16][C:15]([N:18]([CH3:20])[CH3:19])=[CH:14][CH:13]=2)=[NH:11])=[CH:6][CH:5]=1)[CH3:3].Cl.CC(C)=O>O>[CH3:20][N:18]([C:15]1[CH:14]=[CH:13][C:12]([C:10]([C:7]2[CH:6]=[CH:5][C:4]([N:2]([CH3:3])[CH3:1])=[CH:9][CH:8]=2)=[NH:11])=[CH:17][CH:16]=1)[CH3:19] |f:0.1|. Reported procedure: 321.5 parts of Auramine O are put in suspension, whilst being stirred, in 680 parts of acetone and 140 parts of water. 340 parts by weight of 30% soda are added to this suspension. The temperature rises from 20°/22°C. to 35°C. A transition to solution is then observed, following by precipitation of the Auramine base in crystalline form. The mixture is allowed to return to ambient temperature, is cooled to 0°-5°C. for 4 hours, filtered and washed twice with 400 parts by weight of 50% acetonewater...